Task: describe an organic reaction: reactants, conditions, products, and yield. Dataset: the Open Reaction Database (ORD), a public repository of structured organic reaction records Reactants: N1CCC(CC1)C(=O)C1=CC=C(C=C1)NC(C)=O (N-[4-(4-piperidinyl-carbonyl)phenyl]-acetamide), ClCC(=O)C1=CC=C(C=C1)F (2-chloro-4'-fluoro-acetophenone), C([O-])(O)=O.[Na+] (sodium bicarbonate). Solvent: O (water), O1CCCC1 (tetrahydrofuran), [Cl-].[Na+].O (brine). Product: FC1=CC=C(C=C1)C(CN1CCC(CC1)C(=O)C1=CC=C(C=C1)NC(C)=O)=O (1-(4-Fluorophenyl)-2-[4-[(4-acetamidophenyl)carbonyl]-1-piperidinyl]-ethanone). RXN SMILES: [NH:1]1[CH2:6][CH2:5][CH:4]([C:7]([C:9]2[CH:14]=[CH:13][C:12]([NH:15][C:16](=[O:18])[CH3:17])=[CH:11][CH:10]=2)=[O:8])[CH2:3][CH2:2]1.Cl[CH2:20][C:21]([C:23]1[CH:28]=[CH:27][C:26]([F:29])=[CH:25][CH:24]=1)=[O:22].C(=O)(O)[O-].[Na+]>O.O1CCCC1.[Cl-].[Na+].O>[F:29][C:26]1[CH:27]=[CH:28][C:23]([C:21](=[O:22])[CH2:20][N:1]2[CH2:2][CH2:3][CH:4]([C:7]([C:9]3[CH:10]=[CH:11][C:12]([NH:15][C:16](=[O:18])[CH3:17])=[CH:13][CH:14]=3)=[O:8])[CH2:5][CH2:6]2)=[CH:24][CH:25]=1 |f:2.3,6.7.8|. Procedure details: To a solution of 3.0g (12.2 mmol) of N-[4-(4-piperidinyl-carbonyl)phenyl]-acetamide in 10 ml of water and 100 ml of tetrahydrofuran was added 2.3 g (13.4 mmol) of 2-chloro-4'-fluoro-acetophenone followed by 2.0g (24.4 mmol) of sodium bicarbonate. This mixture was heated to reflux for 1.5 hours. The reaction mixture was poured into 500 ml of brine and extracted with chloroform. The organic layer was dried with magnesium sulfate, filtered and concentrated to yield a solid which was recrystallized ...